Dataset: the Open Reaction Database (ORD), a public repository of structured organic reaction records. Task: describe an organic reaction: reactants, conditions, products, and yield Starting materials: CC[N+](=O)[O-], CC(=O)[O-], CC(=O)O, [Na+], O, O=Cc1ccc(OCc2ccsc2)cc1O. Product: N#Cc1ccc(OCc2ccsc2)cc1O. As a reaction SMILES: [CH3:17][CH2:18][N+:19](=[O:20])[O-:21].[CH3:23][C:24](=[O:25])[O-:26].[CH3:27][C:28](=[O:29])[OH:30].[Na+:22].[OH2:31].[OH:1][c:2]1[c:3]([CH:4]=[O:5])[cH:6][cH:7][c:8]([O:10][CH2:11][c:12]2[cH:13][s:14][cH:15][cH:16]2)[cH:9]1>>[OH:1][c:2]1[c:3]([C:4]#[N:19])[cH:6][cH:7][c:8]([O:10][CH2:11][c:12]2[cH:13][s:14][cH:15][cH:16]2)[cH:9]1. Reactants: COc1ccc(Oc2cncc(Br)c2)cc1, CC(C)(C)OC(=O)N1CC2CC1CN2, CC(C)(C)[O-], Cc1ccccc1, [Cl-], [Na+], [Na+], O=C(C=Cc1ccccc1)C=Cc1ccccc1, O=C(C=Cc1ccccc1)C=Cc1ccccc1, O=C(C=Cc1ccccc1)C=Cc1ccccc1, [Pd], [Pd]. Product: COc1ccc(Oc2cncc(N3CC4CC3CN4C(=O)OC(C)(C)C)c2)cc1. As a reaction SMILES: [Br:1][c:2]1[cH:3][n:4][cH:5][c:6]([O:8][c:9]2[cH:10][cH:11][c:12]([O:15][CH3:16])[cH:13][cH:14]2)[cH:7]1.[C:17]([CH3:18])([CH3:19])([CH3:20])[O:21][C:22](=[O:23])[N:24]1[CH:25]2[CH2:26][NH:27][CH:28]([CH2:29]1)[CH2:30]2.[CH3:31][C:32]([CH3:33])([O-:34])[CH3:35].[CH3:37][c:38]1[cH:39][cH:40][cH:41][cH:42][cH:43]1.[Cl-:45].[Na+:36].[Na+:44].[O:48]=[C:49]([CH:50]=[CH:51][c:52]1[cH:53][cH:54][cH:55][cH:56][cH:57]1)[CH:58]=[CH:59][c:60]1[cH:61][cH:62][cH:63][cH:64][cH:65]1.[O:66]=[C:67]([CH:68]=[CH:69][c:70]1[cH:71][cH:72][cH:73][cH:74][cH:75]1)[CH:76]=[CH:77][c:78]1[cH:79][cH:80][cH:81][cH:82][cH:83]1.[O:84]=[C:85]([CH:86]=[CH:87][c:88]1[cH:89][cH:90][cH:91][cH:92][cH:93]1)[CH:94]=[CH:95][c:96]1[cH:97][cH:98][cH:99][cH:100][cH:101]1.[Pd:46].[Pd:47]>>[c:2]1([N:27]2[CH2:26][CH:25]3[N:24]([C:22]([O:21][C:17]([CH3:18])([CH3:19])[CH3:20])=[O:23])[CH2:29][CH:28]2[CH2:30]3)[cH:3][n:4][cH:5][c:6]([O:8][c:9]2[cH:10][cH:11][c:12]([O:15][CH3:16])[cH:13][cH:14]2)[cH:7]1. The reactants are Nc1ccc(Br)cc1OC(F)(F)F, CC#N, Cl[Cu]Cl, Cl, CC(C)(C)ON=O. Product: FC(F)(F)Oc1cc(Br)ccc1Cl. RXN SMILES: [Br:8][c:9]1[cH:10][c:11]([O:16][C:17]([F:18])([F:19])[F:20])[c:12]([NH2:13])[cH:14][cH:15]1.[CH3:22][C:23]#[N:24].[Cl:25][Cu:26][Cl:27].[ClH:21].[N:1]([O:2][C:3]([CH3:4])([CH3:5])[CH3:6])=[O:7]>>[Br:8][c:9]1[cH:10][c:11]([O:16][C:17]([F:18])([F:19])[F:20])[c:12]([Cl:21])[cH:14][cH:15]1. Starting materials: [OH-].[K+] (potassium hydroxide), CI (Methyl iodide), NCCCCCCCCCCC(=O)O (11-aminoundecanoic acid), C(=S)=S (carbon disulfide). Solvent: C(C)O (ethanol), O (water), C(C)O (ethanol). Conditions: time 12 hour. Product: C(=O)(O)CCCCCCCCCCNC(SC)=S (methyl 10-carboxydecyldithiocarbamate). As a reaction SMILES: [OH-].[K+].[NH2:3][CH2:4][CH2:5][CH2:6][CH2:7][CH2:8][CH2:9][CH2:10][CH2:11][CH2:12][CH2:13][C:14]([OH:16])=[O:15].[C:17](=[S:19])=[S:18].[CH3:20]I>C(O)C.O>[C:14]([CH2:13][CH2:12][CH2:11][CH2:10][CH2:9][CH2:8][CH2:7][CH2:6][CH2:5][CH2:4][NH:3][C:17](=[S:19])[S:18][CH3:20])([OH:16])=[O:15] |f:0.1|. Procedure details: A suspension of 56 g. (1.0 mol.) of potassium hydroxide and 100 g. (0.5 mol.) of 11-aminoundecanoic acid in 170 ml. of water was stirred for 30 minutes at 25° then 40 g. (0.52 mol.) of carbon disulfide and 80 ml. of ethanol were added and the reaction mixture was stirred at 25° for 12 hours. The mixture was refluxed gently for two hours and cooled. Methyl iodide (71 g., 0.3 mol.) and 130 ml. of ethanol were added to the mixture and it was stirred at 25° for 12 hours. The mixture was evaporated t... Starting materials: CC1=C(CCl)C(=CC(=C1)C)C (2,4,6-trimethylbenzyl chloride), NC1=NC=CC=C1O (2-amino-3hydroxypyridine). The reagents and catalysts are CCCCCCCC[N+](C)(CCCCCCCC)CCCCCCCC.[Cl-] (Adogen 464). Run in [OH-].[Na+] (sodium hydroxide), ClCCl (dichloromethane). Run at time 16 hour. The product is NC1=NC=CC=C1OCC1=C(C=C(C=C1C)C)C (2-Amino-3-(2,4,6-trimethylbenzyloxy)pyridine). The yield is 15.5%. Reaction SMILES: [CH3:1][C:2]1[CH:9]=[C:8]([CH3:10])[CH:7]=[C:6]([CH3:11])[C:3]=1[CH2:4]Cl.[NH2:12][C:13]1[C:18]([OH:19])=[CH:17][CH:16]=[CH:15][N:14]=1>[OH-].[Na+].ClCCl.CCCCCCCC[N+](CCCCCCCC)(CCCCCCCC)C.[Cl-]>[NH2:12][C:13]1[C:18]([O:19][CH2:4][C:3]2[C:2]([CH3:1])=[CH:9][C:8]([CH3:10])=[CH:7][C:6]=2[CH3:11])=[CH:17][CH:16]=[CH:15][N:14]=1 |f:2.3,5.6|. Procedure: A mixture of 2,4,6-trimethylbenzyl chloride (50 g, 0.296 mol) and 2-amino-3hydroxypyridine (29.6 g, 0.269 mol) in 40% aqueous sodium hydroxide solution (200 ml) and dichloromethane (200 ml) was treated with Adogen 464 (5 ml) and stirred vigorously at room temperature for 16 hours. The product was extracted into dichloromethane and purified by flash chromatography (silica, chloroform) to yield a solid (10.1 g, 14%), m.p. 160°-166° C. The reactants are BrC1=C(C=CC=C1)SC(C)C ((2-Bromophenyl)(isopropyl)sulfane), OOS(=O)[O-].[K+] (oxone), 8, O (water). Solvent: CO (methanol). Conditions: time 4 hour. Product: BrC1=C(C=CC=C1)S(=O)(=O)C(C)C (1-Bromo-2-(isopropylsulfonyl)benzene). Isolated yield 67.0%. RXN SMILES: [Br:1][C:2]1[CH:7]=[CH:6][CH:5]=[CH:4][C:3]=1[S:8][CH:9]([CH3:11])[CH3:10].[OH:12]OS([O-])=O.[K+].[OH2:18]>CO>[Br:1][C:2]1[CH:7]=[CH:6][CH:5]=[CH:4][C:3]=1[S:8]([CH:9]([CH3:11])[CH3:10])(=[O:12])=[O:18] |f:1.2|. Procedure details: To 21A (0.7 g, 3.0 mmol) in methanol (5 mL) was added oxone®8 (5.6 g, 9.0 mmol) in water (5 mL). The reaction was stirred at rt for 4 h. The reaction was quenched with 5% NaHSO3 and then neutralized with 1 M NaOH. The organic solvent was evaporated and the aqueous layer was extracted with dichloromethane (3×). The combined extracts were washed with brine and dried over sodium sulfate. The solvent was removed to give 0.53 g of product 21B (67% yield). 1H NMR (400 MHz, Methanol-d4) δ ppm 1.26 (d, ... Starting materials: C(C1=CC=CC=C1)N1[C@]2(C[C@H]([C@@H]1CC[C@]21OCC(=C1)[Sn](CCCC)(CCCC)CCCC)S(=O)(=O)C1=CC=CC=C1)C1=CC=CC=C1 ((1R*,2R*,5S*,6R*)-8-Benzyl-2′,5′-dihydro-1-phenyl-6-phenylsulfonyl-4′-tributylstannylspiro[8-azabicyclo[3.2.1]octane-2,2′-furan]), [Cl-].[Li+] (lithium chloride), COC1=C(C=C(C=C1)OC(F)(F)F)I (2-methoxy-5-trifluoromethoxyiodobenzene). Reagents/catalysts: [Pd].C1(=CC=CC=C1)P(C1=CC=CC=C1)C1=CC=CC=C1.C1(=CC=CC=C1)P(C1=CC=CC=C1)C1=CC=CC=C1.C1(=CC=CC=C1)P(C1=CC=CC=C1)C1=CC=CC=C1.C1(=CC=CC=C1)P(C1=CC=CC=C1)C1=CC=CC=C1 (Tetrakis(triphenylphosphine) palladium(0)), [Cu]I (copper(I) iodide). The solvent is C1(=CC=CC=C1)C (toluene), C(C)(=O)OCC (ethyl acetate). Yields the product C(C1=CC=CC=C1)N1[C@]2(C[C@H]([C@@H]1CC[C@]21OCC(=C1)C1=C(C=CC(=C1)OC(F)(F)F)OC)S(=O)(=O)C1=CC=CC=C1)C1=CC=CC=C1 ((1R*,2R*,5S*,6R*)-8-Benzyl-2′,5′-dihydro-4′-(2-methoxy-5-trifluoromethoxyphenyl)-1-phenyl-6-phenylsulfonylspiro[8-azabicyclo[3.2.1]octane-2,2′-furan]). The yield is 86.9%. RXN SMILES: [CH2:1]([N:8]1[C@H:12]2[CH2:13][CH2:14][C@@:15]3([CH:19]=[C:18]([Sn](CCCC)(CCCC)CCCC)[CH2:17][O:16]3)[C@:9]1([C:42]1[CH:47]=[CH:46][CH:45]=[CH:44][CH:43]=1)[CH2:10][C@H:11]2[S:33]([C:36]1[CH:41]=[CH:40][CH:39]=[CH:38][CH:37]=1)(=[O:35])=[O:34])[C:2]1[CH:7]=[CH:6][CH:5]=[CH:4][CH:3]=1.[Cl-].[Li+].[CH3:50][O:51][C:52]1[CH:57]=[CH:56][C:55]([O:58][C:59]([F:62])([F:61])[F:60])=[CH:54][C:53]=1I>C1(C)C=CC=CC=1.C(OCC)(=O)C.[Pd].C1(P(C2C=CC=CC=2)C2C=CC=CC=2)C=CC=CC=1.C1(P(C2C=CC=CC=2)C2C=CC=CC=2)C=CC=CC=1.C1(P(C2C=CC=CC=2)C2C=CC=CC=2)C=CC=CC=1.C1(P(C2C=CC=CC=2)C2C=CC=CC=2)C=CC=CC=1.[Cu]I>[CH2:1]([N:8]1[C@H:12]2[CH2:13][CH2:14][C@@:15]3([CH:19]=[C:18]([C:53]4[CH:54]=[C:55]([O:58][C:59]([F:62])([F:61])[F:60])[CH:56]=[CH:57][C:52]=4[O:51][CH3:50])[CH2:17][O:16]3)[C@:9]1([C:42]1[CH:47]=[CH:46][CH:45]=[CH:44][CH:43]=1)[CH2:10][C@H:11]2[S:33]([C:36]1[CH:37]=[CH:38][CH:39]=[CH:40][CH:41]=1)(=[O:34])=[O:35])[C:2]1[CH:3]=[CH:4][CH:5]=[CH:6][CH:7]=1 |f:1.2,6.7.8.9.10|. Procedure details: Tetrakis(triphenylphosphine) palladium(0) (20 mg, 0,017 mmol) was added to a degassed suspension of (1R*,2R*,5S*,6R*)-8-Benzyl-2′,5′-dihydro-1-phenyl-6-phenylsulfonyl-4′-tributylstannylspiro[8-azabicyclo[3.2.1]octane-2,2′-furan](Description 18; 150 mg, 0.2 mmol), lithium chloride (50 mg, 1.2 mmol), 2-methoxy-5-trifluoromethoxyiodobenzene (100 mg, 0.3 mmol) and copper(I) iodide (10 mg, 0.05 mmol) in toluene (10 ml). The mixture was heated to reflux for 18 hours. On cooling the mixture was diluted... Reactants: BrC=1C=C(SC1)N1C(O[C@@]2(C1)CN1CCC2CC1)=O ((R)-3′-(4-bromothiophen-2-yl)spiro[1-azabicyclo[2.2.2]octan-3,5′-oxazolidin]-2′-one), N1=CC(=CC=C1)B(O)O (pyridine-3-boronic acid). Product: N1=CC(=CC=C1)C=1C=C(SC1)N1C(O[C@@]2(C1)CN1CCC2CC1)=O ((R)-3′-[4-(3-Pyridyl)thiophen-2-yl]spiro[1-azabicyclo[2.2.2]octan-3,5′-oxazolidin]-2′-one). RXN SMILES: Br[C:2]1[CH:3]=[C:4]([N:7]2[CH2:11][C@:10]3([CH:16]4[CH2:17][CH2:18][N:13]([CH2:14][CH2:15]4)[CH2:12]3)[O:9][C:8]2=[O:19])[S:5][CH:6]=1.[N:20]1[CH:25]=[CH:24][CH:23]=[C:22](B(O)O)[CH:21]=1>>[N:20]1[CH:25]=[CH:24][CH:23]=[C:22]([C:2]2[CH:3]=[C:4]([N:7]3[CH2:11][C@:10]4([CH:16]5[CH2:17][CH2:18][N:13]([CH2:14][CH2:15]5)[CH2:12]4)[O:9][C:8]3=[O:19])[S:5][CH:6]=2)[CH:21]=1. Reported procedure: The title compound was prepared by a method analogous to that described in Example 12 from (R)-3′-(4-bromothiophen-2-yl)spiro[1-azabicyclo[2.2.2]octan-3,5′-oxazolidin]-2′-one and pyridine-3-boronic acid. The title compound (73 mg) was obtained as a pale solid, m/z 342 (MH+).